This data is from the Open Reaction Database (ORD), a public repository of structured organic reaction records. The task is: describe an organic reaction: reactants, conditions, products, and yield Reactants: CN(C=O)C (dimethylformamide), N1=CC(=CC2=CC=CC=C12)C(=O)O (quinoline-3-carboxylic acid), C(C(=O)Cl)(=O)Cl (oxalylchloride). Solvent: ClCCl (dichloromethane). Conditions: time 1.6 hour. The product is N1=CC(=CC2=CC=CC=C12)C(=O)Cl (quinoline-3-carbonyl chloride). As a reaction SMILES: [N:1]1[C:10]2[C:5](=[CH:6][CH:7]=[CH:8][CH:9]=2)[CH:4]=[C:3]([C:11]([OH:13])=O)[CH:2]=1.CN(C)C=O.C(Cl)(=O)C([Cl:22])=O>ClCCl>[N:1]1[C:10]2[C:5](=[CH:6][CH:7]=[CH:8][CH:9]=2)[CH:4]=[C:3]([C:11]([Cl:22])=[O:13])[CH:2]=1. Procedure details: A suspension of quinoline-3-carboxylic acid (0.1 g, 0.57 mmol) in dichloromethane (1.5 ml) is treated with dimethylformamide (0.02 ml) and then oxalylchloride (0.1 ml, 1.15 mmol). The reaction mixture is stirred under argon at ambient temperature for 1.6 hours, then evaporated to afford quinoline-3-carbonyl chloride as a crude pale yellow solid. The crude material is suspended in dichloromethane (2.0 ml) and treated with bromopropylamine hydrobromide (0.125 g, 0.57 mmol) and triethylamine (0.42 ... The reactants are IV, [N+](=O)([O-])C1=CC=CC=C1 (nitrobenzene), FC=1C=C2CC=3C(=NC=CC3)C2=CC1 (7-fluoro-5H-indeno[1,2-b]pyridine). The reagents and catalysts are [Pd] (palladium on charcoal). Run in C=1(C(=CC=CC1)C)C (xylene). The product is FC=1C=C2CC=3C(=NC=CC3)C2=CC1.C1CCCN1 (7-fluoro-5H-indeno[1,2-b]pyridin 5,5-thiazolidine), 7-fluoro-5H-inden[1,2-b]pyridin-5,5'-(oxazolidine)-2',4'. RXN SMILES: [N+:1]([C:4]1[CH:9]=[CH:8][CH:7]=CC=1)([O-])=O.[F:10][C:11]1[CH:12]=[C:13]2[C:21](=[CH:22][CH:23]=1)[C:16]1=[N:17][CH:18]=[CH:19][CH:20]=[C:15]1[CH2:14]2>C1(C)C(C)=CC=CC=1.[Pd]>[F:10][C:11]1[CH:12]=[C:13]2[C:21](=[CH:22][CH:23]=1)[C:16]1=[N:17][CH:18]=[CH:19][CH:20]=[C:15]1[CH2:14]2.[CH2:4]1[NH:1][CH2:7][CH2:8][CH2:9]1 |f:4.5|. Reported procedure: The process typically involves the addition of 1.1 molar equivalents of the enamine to 1 molar equivalent of bromopropylamine hydrobromide in dimethylformamide at elevated temperature until the exothermic reaction is initiated wherein the temperature is kept at 90°-120° C. for several hours. The product is isolated by a combination of acidification and ether washing followed by basification and ether extractions. Evaporation yields the tetrahydroimine product such as: ##STR72## The tetrahydroimi... Reactants: CCOC(=O)c1nc(Br)n2c1c(=O)n(C)c1cc(C(F)(F)F)ccc12, CC(=O)[O-], CS(C)=O, [K+], O. Yields the product CCOC(=O)c1nc(O)n2c1c(=O)n(C)c1cc(C(F)(F)F)ccc12. As a reaction SMILES: [CH2:1]([CH3:2])[O:3][C:4](=[O:5])[c:6]1[n:7][c:8]([Br:25])[n:9]2[c:10]1[c:11](=[O:24])[n:12]([CH3:23])[c:13]1[cH:14][c:15]([C:19]([F:20])([F:21])[F:22])[cH:16][cH:17][c:18]21.[CH3:27][C:28]([O-:29])=[O:30].[CH3:32][S:33]([CH3:34])=[O:35].[K+:26].[OH2:31]>>[CH2:1]([CH3:2])[O:3][C:4](=[O:5])[c:6]1[n:7][c:8]([OH:29])[n:9]2[c:10]1[c:11](=[O:24])[n:12]([CH3:23])[c:13]1[cH:14][c:15]([C:19]([F:20])([F:21])[F:22])[cH:16][cH:17][c:18]21. Starting materials: resultant solution, N1N=CN=C1 ([1,2,4]triazole), C1(=CC=CC=C1)P(C1=CC=CC=C1)C1=CC=CC=C1 (triphenylphosphine), FC(CO)F (2,2-difluoroethanol), N(=NC(=O)OCC)C(=O)OCC (diethyl azodicarboxylate). The solvent is C1CCOC1 (THF). Run at time 8 hour. Yields the product FC(CN1N=CN=C1)F (1-(2,2-difluoroethyl)-1H-[1,2,4]triazole). Isolated yield 48.5%. RXN SMILES: [NH:1]1[CH:5]=[N:4][CH:3]=[N:2]1.C1(P(C2C=CC=CC=2)C2C=CC=CC=2)C=CC=CC=1.[F:25][CH:26]([F:29])[CH2:27]O.N(C(OCC)=O)=NC(OCC)=O>C1COCC1>[F:25][CH:26]([F:29])[CH2:27][N:1]1[CH:5]=[N:4][CH:3]=[N:2]1. Reported procedure: To a solution of [1,2,4]triazole (7.3 g, 0.11 mol), triphenylphosphine (33 g, 0.13 mol) and 2,2-difluoroethanol (8.0 ml, 10 g, 0.13 mol) in THF (115 ml) was added diethyl azodicarboxylate (20 ml, 22 g, 0.13 mol) dropwise, maintaining the temperature of the mixture between −5 and 0° C. throughout the addition. The resultant solution was allowed to warm to room temperature and was stirred under nitrogen overnight. The solvent was removed it uacuo, and diethyl ether (220 ml) was added to the residu...